Dataset: the Open Reaction Database (ORD), a public repository of structured organic reaction records. Task: describe an organic reaction: reactants, conditions, products, and yield The reactants are C(C1=CC=CC=C1)NC=1SC(=C(N1)C)C(=O)O (2-benzylamino-4-methyl-thiazole-5-carboxylic acid), C(C1=CC=CC=C1)NC=1SC(=C(N1)C)C(=O)Cl (2-benzylamino-4-methyl-thiazole-5-carboxylic acid chloride), P(Cl)(Cl)(Cl)(Cl)Cl (phosphorus pentachloride), Cl.NC(C#N)C1=CC=CC=C1 (amino-phenylacetonitrile hydrochloride). Solvent: C(C)N(CC)CC (triethylamine). The product is C(#N)C(C1=CC=CC=C1)NC(=O)C1=C(N=C(S1)NCC1=CC=CC=C1)C (2-benzylamino-4-methly-thiazole-5-carboxylic acid (cyano-phenyl-methyl)-amide). Yield: 38.8%. Reaction SMILES: [CH2:1]([NH:8][C:9]1[S:10][C:11]([C:15]([OH:17])=O)=[C:12]([CH3:14])[N:13]=1)[C:2]1[CH:7]=[CH:6][CH:5]=[CH:4][CH:3]=1.C(NC1SC(C(Cl)=O)=C(C)N=1)C1C=CC=CC=1.P(Cl)(Cl)(Cl)(Cl)Cl.Cl.[NH2:42][CH:43]([C:46]1[CH:51]=[CH:50][CH:49]=[CH:48][CH:47]=1)[C:44]#[N:45]>C(N(CC)CC)C>[C:44]([CH:43]([NH:42][C:15]([C:11]1[S:10][C:9]([NH:8][CH2:1][C:2]2[CH:3]=[CH:4][CH:5]=[CH:6][CH:7]=2)=[N:13][C:12]=1[CH3:14])=[O:17])[C:46]1[CH:51]=[CH:50][CH:49]=[CH:48][CH:47]=1)#[N:45] |f:3.4|. Procedure details: 1.2g of 2-benzylamino-4-methyl-thiazole-5-carboxylic acid was converted into 2-benzylamino-4-methyl-thiazole-5-carboxylic acid chloride using 1.1g of phosphorus pentachloride according to the same procedure as EXAMPLE 1. Then 0.89g of amino-phenylacetonitrile hydrochloride and 2.3ml of triethylamine were added thereto and the reaction mixture was treated according to the same procedure as EXAMPLE 1 to obtain 0.68g (Yield 39%) of the title compound. The reactants are OC=1C(=NC=CC1)C (3-Hydroxy-2-methylpyridine), [Na] (Sodium), BrCC (bromoethane). Run in C(C)O (ethanol), C(C)O (ethanol). The product is C(C)OC=1C(=NC=CC1)C (3-ethoxy-2-methylpyridine). Reaction SMILES: [Na].[OH:2][C:3]1[C:4]([CH3:9])=[N:5][CH:6]=[CH:7][CH:8]=1.Br[CH2:11][CH3:12]>C(O)C>[CH2:11]([O:2][C:3]1[C:4]([CH3:9])=[N:5][CH:6]=[CH:7][CH:8]=1)[CH3:12] |^1:0|. Procedure: Sodium metal (46.2 g) was dissolved in absolute ethanol (1 l) with stirring under nitrogen. 3-Hydroxy-2-methylpyridine (200 g prepared as described in C.A. 48, P4597 h) was added. The mixture was stirred at ambient temperature for 30 minutes and then a solution of bromoethane (350 ml) in absolute ethanol (100 ml) was added. The mixture was boiled under reflux for 5 hours then cooled and filtered. The filtrate was evaporated and the residue partitioned between dichloromethane and water. The organ...